From a dataset of the Open Reaction Database (ORD), a public repository of structured organic reaction records. describe an organic reaction: reactants, conditions, products, and yield Starting materials: OC1=C2C(C(=C(OC2=CC=C1)O)C1=CC=CC=C1)=O (Dihydroxyisoflavone), CC(=O)C (acetone), ClCC(=O)NC1=CC(=CC=C1)C(F)(F)F (2-chloro-N-[3-(trifluoromethyl)phenyl]acetamide), [OH-].[K+] (potassium hydroxide). Yields the product OC1=CC=C(C=C1)C1=COC2=CC(=CC=C2C1=O)OCC(=O)NC1=CC(=CC=C1)C(F)(F)F (2-[3-(4-hydroxyphenyl)-4-oxochromen-7-yloxy]-N-[3-(trifluoromethyl)phenyl]acetamide). Reaction SMILES: O[C:2]1[CH:11]=[CH:10][CH:9]=[C:8]2[C:3]=1[C:4](=[O:19])[C:5]([C:13]1[CH:18]=CC=C[CH:14]=1)=[C:6](O)[O:7]2.Cl[CH2:21][C:22]([NH:24][C:25]1[CH:30]=[CH:29][CH:28]=[C:27]([C:31]([F:34])([F:33])[F:32])[CH:26]=1)=[O:23].[OH-:35].[K+].[CH3:37][C:38]([CH3:40])=[O:39]>>[OH:39][C:38]1[CH:40]=[CH:18][C:13]([C:5]2[C:4](=[O:19])[C:3]3[C:8](=[CH:9][C:10]([O:35][CH2:21][C:22]([NH:24][C:25]4[CH:30]=[CH:29][CH:28]=[C:27]([C:31]([F:34])([F:33])[F:32])[CH:26]=4)=[O:23])=[CH:11][CH:2]=3)[O:7][CH:6]=2)=[CH:14][CH:37]=1 |f:2.3|. Procedure: Dihydroxyisoflavone (0.2 g, 0.78 mmol) was suspended in acetone (10 ml), and to this suspension was added 2-chloro-N-[3-(trifluoromethyl)phenyl]acetamide (0.18 g, 0.78 mmol) and 11% potassium hydroxide (0.78 mmol). The mixture was refluxed for 24 hours, and the solvent removed under reduced pressure. The residue was treated with water, sonicated, filtered, and air-dried. The solid was triturated with methanol, filtered, to afford 2-[3-(4-hydroxyphenyl)-4-oxochromen-7-yloxy]-N-[3-(trifluoromethyl... Reactants: ClC(C#N)CC1=C(C=C(C=C1)Cl)C(C1=CC=CC=C1)=O (α,4-dichloro-2-(benzoyl)-benzenepropanenitrile), C([O-])([O-])=O.[K+].[K+] (potassium carbonate), C([O-])(O)=O.[K+] (potassium bicarbonate), CS(=O)C (dimethyl sulfoxide). The solvent is O (water). Run at time 48 hour. Product: C(C1=CC=CC=C1)(=O)C1=C(C=CC(=C1)Cl)C=CC#N (3-(2-benzoyl-4-chlorophenyl)-2-propenenitrile). As a reaction SMILES: Cl[CH:2]([CH2:5][C:6]1[CH:11]=[CH:10][C:9]([Cl:12])=[CH:8][C:7]=1[C:13](=[O:20])[C:14]1[CH:19]=[CH:18][CH:17]=[CH:16][CH:15]=1)[C:3]#[N:4].C(=O)([O-])[O-].[K+].[K+].C(=O)(O)[O-].[K+].CS(C)=O>O>[C:13]([C:7]1[CH:8]=[C:9]([Cl:12])[CH:10]=[CH:11][C:6]=1[CH:5]=[CH:2][C:3]#[N:4])(=[O:20])[C:14]1[CH:19]=[CH:18][CH:17]=[CH:16][CH:15]=1 |f:1.2.3,4.5|. Procedure: A mixture of 50.9 g (0.168 mole) of α,4-dichloro-2-(benzoyl)-benzenepropanenitrile, 17 g (0.14 mole) of potassium carbonate, 50.9 g (0.5 mole) of potassium bicarbonate and 510 ml of dimethyl sulfoxide was stirred at room temperature for 48 hr. The mixture was diluted with 1.5 l of water, and the resulting percipitate was collected by filtration. Recrystallization from a mixture of methylene chloride and ether gave off-white prisms, mp 89°-91°. Starting materials: O=C1CCC(=O)N1Br, CC(=O)OC1COC(n2cnc3cc(Cl)ccc32)C(OC(C)=O)C1OC(C)=O, C1CCOC1. Yields the product CC(=O)OC1COC(n2c(Br)nc3cc(Cl)ccc32)C(OC(C)=O)C1OC(C)=O. Reaction SMILES: [Br:29][N:30]1[C:31](=[O:32])[CH2:33][CH2:34][C:35]1=[O:36].[Cl:1][c:2]1[cH:3][c:4]2[c:5]([n:6]([CH:9]3[CH:10]([O:11][C:12]([CH3:13])=[O:14])[CH:15]([O:16][C:17]([CH3:18])=[O:19])[CH:20]([O:21][C:22]([CH3:23])=[O:24])[CH2:25][O:26]3)[cH:7][n:8]2)[cH:27][cH:28]1.[O:37]1[CH2:38][CH2:39][CH2:40][CH2:41]1>>[Cl:1][c:2]1[cH:3][c:4]2[c:5]([n:6]([CH:9]3[CH:10]([O:11][C:12]([CH3:13])=[O:14])[CH:15]([O:16][C:17]([CH3:18])=[O:19])[CH:20]([O:21][C:22]([CH3:23])=[O:24])[CH2:25][O:26]3)[c:7]([Br:29])[n:8]2)[cH:27][cH:28]1. Starting materials: NC=1C=C(C=CC1)N1CCN(CC1)CCOC(NC1=C(C=CC=C1)OCC)=O (2-[4-(3-aminophenyl)piperazino]ethyl-N-(2-ethoxyphenyl)carbamate), TEA, S(=O)(=O)(C)Cl (mesyl chloride). Run in C1CCOC1 (THF). Conditions: time 20 hour. Product: CS(=O)(=O)NC=1C=C(C=CC1)N1CCN(CC1)CCOC(NC1=C(C=CC=C1)OCC)=O (2-{4-[3-(methylsulfonylamino)phenyl]piperazino}ethyl-N-(2-ethoxyphenyl)carbamate). Yield: 65.9%. As a reaction SMILES: [NH2:1][C:2]1[CH:3]=[C:4]([N:8]2[CH2:13][CH2:12][N:11]([CH2:14][CH2:15][O:16][C:17](=[O:28])[NH:18][C:19]3[CH:24]=[CH:23][CH:22]=[CH:21][C:20]=3[O:25][CH2:26][CH3:27])[CH2:10][CH2:9]2)[CH:5]=[CH:6][CH:7]=1.[S:29](Cl)([CH3:32])(=[O:31])=[O:30]>C1COCC1>[CH3:32][S:29]([NH:1][C:2]1[CH:3]=[C:4]([N:8]2[CH2:9][CH2:10][N:11]([CH2:14][CH2:15][O:16][C:17](=[O:28])[NH:18][C:19]3[CH:24]=[CH:23][CH:22]=[CH:21][C:20]=3[O:25][CH2:26][CH3:27])[CH2:12][CH2:13]2)[CH:5]=[CH:6][CH:7]=1)(=[O:31])=[O:30]. Procedure: To a mixture of 77 mg (0.2 mmol) of 2-[4-(3-aminophenyl)piperazino]ethyl-N-(2-ethoxyphenyl)carbamate derivative and 56 μl (0.4 mmol, 2 eq) of TEA in 5 ml of THF, 31 μl (0.4 mmol, 2 eq) of mesyl chloride is added. Shaking is carried out at room temperature for about 20 hours. After concentration under reduced pressure, H2O is added and the aqueous phase is extracted with CH2Cl2. After drying on Na2SO4 and concentration of the organic phase, a brown oil is obtained which is purified by column chro... Starting materials: S(O)(O)(=O)=O (sulfuric acid), C(C)(C)C1=CC=C(N)C=C1 (p-isopropylaniline), CN1C(N(CC1)C)=O (1,3-dimethyl-2-imidazolidinone), C(C)OC(N1C(NCC1)=N[N+](=O)[O-])OCC (1-diethoxymethyl-2-nitroiminoimidazolidine), O (water). Conditions: time 1 hour. Product: C(C)(C)C1=CC=C(C=C1)N=CN1C(NCC1)=N[N+](=O)[O-] (1-(4-isopropylphenyliminomethyl)-2-nitroiminoimidazolidine). Isolated yield 41.6%. RXN SMILES: S(=O)(=O)(O)O.[CH:6]([C:9]1[CH:15]=[CH:14][C:12]([NH2:13])=[CH:11][CH:10]=1)([CH3:8])[CH3:7].CN1CCN(C)C1=O.O.C(O[CH:28](OCC)[N:29]1[CH2:33][CH2:32][NH:31][C:30]1=[N:34][N+:35]([O-:37])=[O:36])C>>[CH:6]([C:9]1[CH:15]=[CH:14][C:12]([N:13]=[CH:28][N:29]2[CH2:33][CH2:32][NH:31][C:30]2=[N:34][N+:35]([O-:37])=[O:36])=[CH:11][CH:10]=1)([CH3:8])[CH3:7]. Procedure details: 0.05 g of concentrated sulfuric acid was dropped in a mixture of 5.0 g of 1-diethoxymethyl-2-nitroiminoimidazolidine, 2.48 g of p-isopropylaniline and 2 ml of 1,3-dimethyl-2-imidazolidinone at 110° C., followed by agitation at the same temperature for 1 hour. The reaction mixture was poured into water, extracted with ethyl acetate, washed with water, dried and evaporated. Ether was added to the resultant oily residue and the resultant crystals were separated by filtration and dried to obtain 2.1... Reactants: O=C(CBr)c1ccccc1, CC(OC(=O)c1ccccc1)c1nccs1, CC#N, ClCCl. The product is [Br-], CC(OC(=O)c1ccccc1)c1scc[n+]1CC(=O)c1ccccc1. Reaction SMILES: [Br:17][CH2:18][C:19](=[O:20])[c:21]1[cH:22][cH:23][cH:24][cH:25][cH:26]1.[C:1]([c:2]1[cH:3][cH:4][cH:5][cH:6][cH:7]1)(=[O:8])[O:9][CH:10]([CH3:11])[c:12]1[s:13][cH:14][cH:15][n:16]1.[CH3:27][C:28]#[N:29].[Cl:30][CH2:31][Cl:32]>>[Br-:17].[C:1]([c:2]1[cH:3][cH:4][cH:5][cH:6][cH:7]1)(=[O:8])[O:9][CH:10]([CH3:11])[c:12]1[s:13][cH:14][cH:15][n+:16]1[CH2:18][C:19](=[O:20])[c:21]1[cH:22][cH:23][cH:24][cH:25][cH:26]1. The reactants are ClC1=NSN=C1N1C=NC=C1 (3-chloro-4-(1H-imidazol-1-yl)-1,2,5-thiadiazole), C(C1=CC=CC=C1)N1C(CCC1)CO (1-benzyl-2-(hydroxymethyl)pyrrolidine). The product is C(C1=CC=CC=C1)N1C(CCC1)COC1=NSN=C1N1C=NC=C1 (1-Benzyl-2-[[4-(1H-imidazol-1-yl)-1,2,5-thiadiazol-3-yloxy]methyl]pyrrolidine). RXN SMILES: Cl[C:2]1[C:6]([N:7]2[CH:11]=[CH:10][N:9]=[CH:8]2)=[N:5][S:4][N:3]=1.[CH2:12]([N:19]1[CH2:23][CH2:22][CH2:21][CH:20]1[CH2:24][OH:25])[C:13]1[CH:18]=[CH:17][CH:16]=[CH:15][CH:14]=1>>[CH2:12]([N:19]1[CH2:23][CH2:22][CH2:21][CH:20]1[CH2:24][O:25][C:2]1[C:6]([N:7]2[CH:11]=[CH:10][N:9]=[CH:8]2)=[N:5][S:4][N:3]=1)[C:13]1[CH:18]=[CH:17][CH:16]=[CH:15][CH:14]=1. Procedure: Following the procedures of Example 1, the title compound is prepared from 3-chloro-4-(1H-imidazol-1-yl)-1,2,5-thiadiazole and 1-benzyl-2-(hydroxymethyl)pyrrolidine.